Task: describe an organic reaction: reactants, conditions, products, and yield. Dataset: the Open Reaction Database (ORD), a public repository of structured organic reaction records Starting materials: C(C)[Si]1([Si]([Si]([Si]1(CC)CC)(CC)CC)(CC)CC)CC (octaethylcyclotetrasilane), C1(=CC=CC=C1)[Si](C)(C)[Li] (phenyldimethylsilyllithium), C([O-])(O)=O.[Na+] (sodium bicarbonate), C[Si](Cl)(C)C (Trimethylchlorosilane). Solvent: O1CCCC1 (tetrahydrofuran), O1CCCC1 (tetrahydrofuran), CCCCCC (Hexane). Reaction conditions: temperature 0 celsius, time 15 minute. Yields the product C(C)[Si]([Si](C1=CC=CC=C1)(C)C)([Si]([Si]([Si]([Si](C)(C)C)(CC)CC)(CC)CC)(CC)CC)CC (2,2,3,3,4,4,5,5-octaethyl-1,1,6,6,6-pentamethyl-1-phenylhexasilane). Isolated yield 47.0%. Reaction SMILES: [CH2:1]([Si:3]1([CH2:19][CH3:20])[Si:6]([CH2:9][CH3:10])([CH2:7][CH3:8])[Si:5]([CH2:13][CH3:14])([CH2:11][CH3:12])[Si:4]1([CH2:17][CH3:18])[CH2:15][CH3:16])[CH3:2].[C:21]1([Si:27]([Li])([CH3:29])[CH3:28])[CH:26]=[CH:25][CH:24]=[CH:23][CH:22]=1.[CH3:31][Si:32]([CH3:35])([CH3:34])Cl.C(=O)(O)[O-].[Na+]>CCCCCC.O1CCCC1>[CH2:17]([Si:4]([CH2:15][CH3:16])([Si:3]([CH2:19][CH3:20])([CH2:1][CH3:2])[Si:6]([CH2:7][CH3:8])([CH2:9][CH3:10])[Si:5]([CH2:11][CH3:12])([CH2:13][CH3:14])[Si:32]([CH3:35])([CH3:34])[CH3:31])[Si:27]([CH3:29])([CH3:28])[C:21]1[CH:26]=[CH:25][CH:24]=[CH:23][CH:22]=1)[CH3:18] |f:3.4|. Procedure: In an argon atmosphere, to a tetrahydrofuran solution (1 ml) of 52 mg (0.15 mmol) of octaethylcyclotetrasilane was added 0.56 ml (0.15 mmol) of a tetrahydrofuran solution (0.27M) of phenyldimethylsilyllithium, and stirred at 0° C. for 15 minutes. Trimethylchlorosilane in an amount of 108 mg (1.0 mmol) was added, and reacted at room temperature for 3 hours. Hexane (2 ml) and saturated aqueous sodium bicarbonate solution (2 ml) were added, stirred, the hexane layer was separated, and dried with ma... Starting materials: BrCCBr (1,2-dibromoethane), BrC=1C=C2C(=NC1)N(C(O2)=O)C (6-bromo-3-methyloxazolo[4,5-b]pyridin-2(3H)-one), C[Si](C)(C)Cl (trimethylsilyl chloride), C(C1=CC=CC=C1)Br (benzyl bromide). Reagents/catalysts: C=1C=CC(=CC1)[P](C=2C=CC=CC2)(C=3C=CC=CC3)[Pd]([P](C=4C=CC=CC4)(C=5C=CC=CC5)C=6C=CC=CC6)([P](C=7C=CC=CC7)(C=8C=CC=CC8)C=9C=CC=CC9)[P](C=1C=CC=CC1)(C=1C=CC=CC1)C=1C=CC=CC1 (tetrakis(triphenylphosphine)palladium), [Zn] (Zinc). The solvent is O1CCCC1 (tetrahydrofuran). Run at temperature 60 celsius, time 30 minute. The product is CN1C(OC=2C1=NC=C(C2)CC2=CC=CC=C2)=O (3-methyl-6-benzyloxazolo[4,5-b]pyridin-2(3H)-one). As a reaction SMILES: BrCCBr.C[Si](Cl)(C)C.[CH2:10](Br)[C:11]1[CH:16]=[CH:15][CH:14]=[CH:13][CH:12]=1.Br[C:19]1[CH:20]=[C:21]2[O:27][C:26](=[O:28])[N:25]([CH3:29])[C:22]2=[N:23][CH:24]=1>O1CCCC1.[Zn].C1C=CC([P]([Pd]([P](C2C=CC=CC=2)(C2C=CC=CC=2)C2C=CC=CC=2)([P](C2C=CC=CC=2)(C2C=CC=CC=2)C2C=CC=CC=2)[P](C2C=CC=CC=2)(C2C=CC=CC=2)C2C=CC=CC=2)(C2C=CC=CC=2)C2C=CC=CC=2)=CC=1>[CH3:29][N:25]1[C:22]2=[N:23][CH:24]=[C:19]([CH2:10][C:11]3[CH:16]=[CH:15][CH:14]=[CH:13][CH:12]=3)[CH:20]=[C:21]2[O:27][C:26]1=[O:28] |^1:39,41,60,79|. Procedure: Zinc (227 mg, 3.48 mmol) is suspended in tetrahydrofuran (10 ml) and 1,2-dibromoethane (0.22 ml, 0.2 mmol) is added. The mixture is heated at 60° C. for 3 minutes, the solution is allowed to cool until the temperature is 35° C., and trimethylsilyl chloride (0.06 ml, 0.5 mmol) is slowly added. Stirring is maintained for 30 minutes and then benzyl bromide (0.11 ml, 0.9 mmol) is added. Wait a further 30 minutes before introducing 6-bromo-3-methyloxazolo[4,5-b]pyridin-2(3H)-one (200 mg, 0.87 mmol) a... Reactants: N1=CC=C(C2=CC=CC=C12)CC(CN)N (3-Quinolin-4-yl-propane-1,2-diamine), Cl.C(C)OC=N (formimidic acid ethyl ester hydrochloride), N (ammonia). The solvent is ClCCl (dichloromethane). Conditions: time 8 hour. Product: N1C=NC(C1)CC1=CC=NC2=CC=CC=C12 (4-(4,5-Dihydro-1H-imidazol-4-ylmethyl)-quinoline). Isolated yield 10.0%. RXN SMILES: [N:1]1[C:10]2[C:5](=[CH:6][CH:7]=[CH:8][CH:9]=2)[C:4]([CH2:11][CH:12]([NH2:15])[CH2:13][NH2:14])=[CH:3][CH:2]=1.Cl.[CH2:17](OC=N)C.N>ClCCl>[NH:14]1[CH2:13][CH:12]([CH2:11][C:4]2[C:5]3[C:10](=[CH:9][CH:8]=[CH:7][CH:6]=3)[N:1]=[CH:2][CH:3]=2)[N:15]=[CH:17]1 |f:1.2|. Procedure: To 3-Quinolin-4-yl-propane-1,2-diamine (0.080 g, 3.98 mmol) in 5 ml of dry dichloromethane, formimidic acid ethyl ester hydrochloride (0.174 g, 7.36 mmol) (Ohme, R. et al. Angew.Chem.Int.Engl.Ed. 1967, 6, 90.) was added. The reaction mixture was stirred overnight at room temperature. Aqueous ammonia (2 ml) was added to he reaction mixture and was partitioned between EtOAc (2×5 ml) and water. The organic layer was dried, filtered and concentrated to give 0.084 g (110%) of the product as a syrup. The reactants are COc1cc(Nc2ncnc3ccc(-c4ccc(C=O)o4)cc23)ccc1OCc1cccc(F)c1, CS(=O)(=O)CCN, O. Yields the product COc1cc(Nc2ncnc3ccc(-c4ccc(CNCCS(C)(=O)=O)o4)cc23)ccc1OCc1cccc(F)c1. RXN SMILES: [CH3:1][O:2][c:3]1[cH:4][c:5]([NH:6][c:7]2[n:8][cH:9][n:10][c:11]3[cH:12][cH:13][c:14](-[c:17]4[cH:18][cH:19][c:20]([CH:22]=[O:23])[o:21]4)[cH:15][c:16]23)[cH:24][cH:25][c:26]1[O:27][CH2:28][c:29]1[cH:30][c:31]([F:35])[cH:32][cH:33][cH:34]1.[CH3:36][S:37](=[O:38])(=[O:39])[CH2:40][CH2:41][NH2:42].[OH2:43]>>[CH3:1][O:2][c:3]1[cH:4][c:5]([NH:6][c:7]2[n:8][cH:9][n:10][c:11]3[cH:12][cH:13][c:14](-[c:17]4[cH:18][cH:19][c:20]([CH2:22][NH:42][CH2:41][CH2:40][S:37]([CH3:36])(=[O:38])=[O:39])[o:21]4)[cH:15][c:16]23)[cH:24][cH:25][c:26]1[O:27][CH2:28][c:29]1[cH:30][c:31]([F:35])[cH:32][cH:33][cH:34]1. Reactants: BrC=1N=C(SC1)COC=1C(=C(C(N)=NO)C(=CC1)F)F (3-((4-bronnothiazol-2-yl)methoxy)-2,6-difluoro-N′-hydroxy benzimidamide), COC=1SC(=CN1)[Sn](CCCC)(CCCC)CCCC (2-methoxy-5-(tributylstannyl)thiazole), O (water). The reagents and catalysts are [Pd].C1(=CC=CC=C1)P(C1=CC=CC=C1)C1=CC=CC=C1.C1(=CC=CC=C1)P(C1=CC=CC=C1)C1=CC=CC=C1.C1(=CC=CC=C1)P(C1=CC=CC=C1)C1=CC=CC=C1.C1(=CC=CC=C1)P(C1=CC=CC=C1)C1=CC=CC=C1 (Tetrakis(triphenylphosphine) palladium (0)). Solvent: CN(C)C=O (DMF). Run at temperature 100 celsius. Yields the product FC1=C(C(N)=NO)C(=CC=C1OCC=1SC=C(N1)C1=CN=C(S1)OC)F (2,6-difluoro-N′-hydroxy-3-((2′-methoxy-4,5′-bithiazol-2-yl)methoxy) benzimidamide). Yield: 27.4%. Reaction SMILES: Br[C:2]1[N:3]=[C:4]([CH2:7][O:8][C:9]2[C:10]([F:20])=[C:11]([C:16]([F:19])=[CH:17][CH:18]=2)[C:12](=[N:14][OH:15])[NH2:13])[S:5][CH:6]=1.[CH3:21][O:22][C:23]1[S:24][C:25]([Sn](CCCC)(CCCC)CCCC)=[CH:26][N:27]=1.O>CN(C=O)C.[Pd].C1(P(C2C=CC=CC=2)C2C=CC=CC=2)C=CC=CC=1.C1(P(C2C=CC=CC=2)C2C=CC=CC=2)C=CC=CC=1.C1(P(C2C=CC=CC=2)C2C=CC=CC=2)C=CC=CC=1.C1(P(C2C=CC=CC=2)C2C=CC=CC=2)C=CC=CC=1>[F:20][C:10]1[C:9]([O:8][CH2:7][C:4]2[S:5][CH:6]=[C:2]([C:25]3[S:24][C:23]([O:22][CH3:21])=[N:27][CH:26]=3)[N:3]=2)=[CH:18][CH:17]=[C:16]([F:19])[C:11]=1[C:12](=[N:14][OH:15])[NH2:13] |f:4.5.6.7.8|. Procedure: To a solution of 3-((4-bronnothiazol-2-yl)methoxy)-2,6-difluoro-N′-hydroxy benzimidamide (0.20 g, 0.55 mmol) in DMF (4.0 ml) was added 2-methoxy-5-(tributylstannyl)thiazole (0.23 g, 0.55 mmol) and the resulting reaction mixture was purged with nitrogen for 15 min. Tetrakis(triphenylphosphine) palladium (0) (0.06 g, 0.05 mmol) was then added and the reaction mixture was heated at 100° C. for 3 h under the nitrogen atmosphere. The reaction mixture was then cooled to room temperature, added water (... The reactants are N#Cc1cccc(CCc2n[nH]c3c2c(=O)n(-c2ccccc2)c2ncccc32)c1, CS(C)=O, O, O=S(=O)(O)O. Yields the product O=C(O)c1cccc(CCc2n[nH]c3c2c(=O)n(-c2ccccc2)c2ncccc32)c1. As a reaction SMILES: [C:1](#[N:2])[c:3]1[cH:4][c:5]([CH2:9][CH2:10][c:11]2[n:12][nH:13][c:14]3[c:15]2[c:16](=[O:30])[n:17](-[c:24]2[cH:25][cH:26][cH:27][cH:28][cH:29]2)[c:18]2[n:19][cH:20][cH:21][cH:22][c:23]32)[cH:6][cH:7][cH:8]1.[CH3:37][S:38]([CH3:39])=[O:40].[OH2:36].[S:31]([OH:32])(=[O:33])(=[O:34])[OH:35]>>[C:1]([c:3]1[cH:4][c:5]([CH2:9][CH2:10][c:11]2[n:12][nH:13][c:14]3[c:15]2[c:16](=[O:30])[n:17](-[c:24]2[cH:25][cH:26][cH:27][cH:28][cH:29]2)[c:18]2[n:19][cH:20][cH:21][cH:22][c:23]32)[cH:6][cH:7][cH:8]1)([OH:32])=[O:36].